From a dataset of the Open Reaction Database (ORD), a public repository of structured organic reaction records. describe an organic reaction: reactants, conditions, products, and yield The reactants are CCOC(C)=O, Cc1cccc(C)c1N=C=O, NC1(c2ccccc2)CCCC1. Product: Cc1cccc(C)c1NC(=O)NC1(c2ccccc2)CCCC1. RXN SMILES: [CH2:24]([O:25][C:26](=[O:27])[CH3:28])[CH3:29].[CH3:13][c:14]1[c:15]([N:21]=[C:22]=[O:23])[c:16]([CH3:20])[cH:17][cH:18][cH:19]1.[c:1]1([C:7]2([NH2:12])[CH2:8][CH2:9][CH2:10][CH2:11]2)[cH:2][cH:3][cH:4][cH:5][cH:6]1>>[c:1]1([C:7]2([NH:12][C:22]([NH:21][c:15]3[c:14]([CH3:13])[cH:19][cH:18][cH:17][c:16]3[CH3:20])=[O:23])[CH2:8][CH2:9][CH2:10][CH2:11]2)[cH:2][cH:3][cH:4][cH:5][cH:6]1. Starting materials: C1COCCN1, CCO, Clc1nc(Cl)c2c(n1)CCC2. Yields the product Clc1nc2c(c(N3CCOCC3)n1)CCC2. Reaction SMILES: [CH2:1]1[CH2:2][O:3][CH2:4][CH2:5][NH:6]1.[CH3:18][CH2:19][OH:20].[Cl:7][c:8]1[n:9][c:10]2[c:11]([c:12]([Cl:14])[n:13]1)[CH2:15][CH2:16][CH2:17]2>>[CH2:1]1[CH2:2][O:3][CH2:4][CH2:5][N:6]1[c:12]1[c:11]2[c:10]([n:9][c:8]([Cl:7])[n:13]1)[CH2:17][CH2:16][CH2:15]2. Starting materials: C(C1=CC=CC=C1)OC(=O)N[C@@H]([C@@H](C)CC)C(=O)O (N-benzyloxycarbonyl-L-isoleucine), Cl.CN(CCCN=C=NCC)C (N-(3-dimethylaminopropyl)-N′-ethylcarbodiimide hydrochloride), C1(CCCC1)O (cyclopentanol), N,N-dimethylaminopyridine. Solvent: C(Cl)Cl (DCM). Product: C1(CCCC1)OC([C@@H](NC(=O)OCC1=CC=CC=C1)[C@@H](C)CC)=O (N-benzyloxycarbonyl-L-isoleucine cyclopentyl ester). The yield is 87.4%. RXN SMILES: [CH2:1]([O:8][C:9]([NH:11][C@H:12]([C:17]([OH:19])=[O:18])[C@H:13]([CH2:15][CH3:16])[CH3:14])=[O:10])[C:2]1[CH:7]=[CH:6][CH:5]=[CH:4][CH:3]=1.Cl.CN(C)CCCN=C=NCC.[CH:32]1(O)[CH2:36][CH2:35][CH2:34][CH2:33]1>C(Cl)Cl>[CH:32]1([O:18][C:17](=[O:19])[C@H:12]([C@H:13]([CH2:15][CH3:16])[CH3:14])[NH:11][C:9]([O:8][CH2:1][C:2]2[CH:3]=[CH:4][CH:5]=[CH:6][CH:7]=2)=[O:10])[CH2:36][CH2:35][CH2:34][CH2:33]1 |f:1.2|. Reported procedure: A solution of N-benzyloxycarbonyl-L-isoleucine (10.0 g, 37.7 mmol) in DCM 150 mL) was treated with N-(3-dimethylaminopropyl)-N′-ethylcarbodiimide hydrochloride (7.94 g, 41.5 mmol), cyclopentanol (3.90 g, 45.2 mmol) and N,N-dimethylaminopyridine reaction mixture was washed with 1M hydrochloric acid, saturated sodium bicarbonate, and brine before drying over magnesium sulphate, filtration and removal of solvent under reduced pressure to leave N-benzyloxycarbonyl-L-isoleucine cyclopentyl ester as a... Starting materials: C1CCOC1, COC(=O)C(CCSC)NC(=O)c1ccc(NC(=O)C2CCC(=O)N2)cc1-c1ccccc1, O. The product is CSCCC(NC(=O)c1ccc(NC(=O)C2CCC(=O)N2)cc1-c1ccccc1)C(=O)O. RXN SMILES: [CH2:35]1[O:36][CH2:37][CH2:38][CH2:39]1.[CH3:1][O:2][C:3]([CH:4]([NH:5][C:6]([c:7]1[c:8](-[c:22]2[cH:23][cH:24][cH:25][cH:26][cH:27]2)[cH:9][c:10]([NH:13][C:14](=[O:15])[CH:16]2[CH2:17][CH2:18][C:19](=[O:21])[NH:20]2)[cH:11][cH:12]1)=[O:28])[CH2:29][CH2:30][S:31][CH3:32])=[O:33].[OH2:34]>>[O:2]=[C:3]([CH:4]([NH:5][C:6]([c:7]1[c:8](-[c:22]2[cH:23][cH:24][cH:25][cH:26][cH:27]2)[cH:9][c:10]([NH:13][C:14](=[O:15])[CH:16]2[CH2:17][CH2:18][C:19](=[O:21])[NH:20]2)[cH:11][cH:12]1)=[O:28])[CH2:29][CH2:30][S:31][CH3:32])[OH:33]. Reactants: C(C)OC(=O)C1=CC=C(C2=CC=CC=C12)N1CCCC1 (4-Pyrrolidin-1-ylnaphthalene-1-carboxylic acid ethyl ester), O (H2O), C1CCOC1 (THF), [Li+].[OH-] (LiOH), O (H2O). Solvent: C(C)(=O)OCC (ethyl acetate). Yields the product N1(CCCC1)C1=CC=C(C2=CC=CC=C12)C(=O)O (4-Pyrrolidin-1-ylnaphthalene-1-carboxylic acid). Isolated yield 67.8%. RXN SMILES: C([O:3][C:4]([C:6]1[C:15]2[C:10](=[CH:11][CH:12]=[CH:13][CH:14]=2)[C:9]([N:16]2[CH2:20][CH2:19][CH2:18][CH2:17]2)=[CH:8][CH:7]=1)=[O:5])C.[Li+].[OH-].O.C1COCC1>C(OCC)(=O)C>[N:16]1([C:9]2[C:10]3[C:15](=[CH:14][CH:13]=[CH:12][CH:11]=3)[C:6]([C:4]([OH:5])=[O:3])=[CH:7][CH:8]=2)[CH2:20][CH2:19][CH2:18][CH2:17]1 |f:1.2|. Procedure: 154BG19 (30 mg, 0.11 mmol) was transferred to a Pyrex tube and LiOH×H2O (14 mg, 0.33 mmol) was added, followed by H2O (0.18 mL) and THF (0.37 mL). The tube was capped and the reaction tube was exposed to microwave irradiation (160° C., 5 min). The reaction mixture was transferred to a separation funnel with ethyl acetate and washed with 2 M NaOH. The aqueous phase was acidified with 2 M HCl and extracted with ethyl acetate. The organic phases were collected, dried over Na2SO4, filtered and conce... Starting materials: CN(C(=O)OC(C)(C)C)C1CCN(c2c(F)cc3c(=O)n(NC(=O)OC(C)(C)C)c(=O)n(C4CC4)c3c2Cl)C1, CN(C)C=O, CCOC(C)=O, [H-], CI, [Na+]. Yields the product CN(C(=O)OC(C)(C)C)C1CCN(c2c(F)cc3c(=O)n(N(C)C(=O)OC(C)(C)C)c(=O)n(C4CC4)c3c2Cl)C1. Reaction SMILES: [C:1]([CH3:2])([CH3:3])([CH3:4])[O:5][C:6]([NH:7][n:8]1[c:9](=[O:38])[n:10]([CH:35]2[CH2:36][CH2:37]2)[c:11]2[c:12]([Cl:34])[c:13]([N:20]3[CH2:21][CH:22]([N:25]([CH3:26])[C:27](=[O:28])[O:29][C:30]([CH3:31])([CH3:32])[CH3:33])[CH2:23][CH2:24]3)[c:14]([F:19])[cH:15][c:16]2[c:17]1=[O:18])=[O:39].[CH3:44][N:45]([CH3:46])[CH:47]=[O:48].[CH3:49][CH2:50][O:51][C:52](=[O:53])[CH3:54].[H-:40].[I:42][CH3:43].[Na+:41]>>[C:1]([CH3:2])([CH3:3])([CH3:4])[O:5][C:6]([N:7]([n:8]1[c:9](=[O:38])[n:10]([CH:35]2[CH2:36][CH2:37]2)[c:11]2[c:12]([Cl:34])[c:13]([N:20]3[CH2:21][CH:22]([N:25]([CH3:26])[C:27](=[O:28])[O:29][C:30]([CH3:31])([CH3:32])[CH3:33])[CH2:23][CH2:24]3)[c:14]([F:19])[cH:15][c:16]2[c:17]1=[O:18])[CH3:43])=[O:39].